This data is from the Open Reaction Database (ORD), a public repository of structured organic reaction records. The task is: describe an organic reaction: reactants, conditions, products, and yield Reactants: CCOC(=O)C1Cc2ccccc2N(C(=O)c2ccc(NC(=O)c3cc(Cl)cc(Cl)c3)cc2)C1, CCO, Cl, [Na+], [OH-], O. The product is O=C(Nc1ccc(C(=O)N2CC(C(=O)O)Cc3ccccc32)cc1)c1cc(Cl)cc(Cl)c1. As a reaction SMILES: [CH2:1]([CH3:2])[O:3][C:4](=[O:5])[CH:6]1[CH2:7][N:8]([C:16]([c:17]2[cH:18][cH:19][c:20]([NH:23][C:24]([c:25]3[cH:26][c:27]([Cl:32])[cH:28][c:29]([Cl:31])[cH:30]3)=[O:33])[cH:21][cH:22]2)=[O:34])[c:9]2[cH:10][cH:11][cH:12][cH:13][c:14]2[CH2:15]1.[CH3:39][CH2:40][OH:41].[ClH:37].[Na+:36].[OH-:35].[OH2:38]>>[O:3]=[C:4]([OH:5])[CH:6]1[CH2:7][N:8]([C:16]([c:17]2[cH:18][cH:19][c:20]([NH:23][C:24]([c:25]3[cH:26][c:27]([Cl:32])[cH:28][c:29]([Cl:31])[cH:30]3)=[O:33])[cH:21][cH:22]2)=[O:34])[c:9]2[cH:10][cH:11][cH:12][cH:13][c:14]2[CH2:15]1. Starting materials: C(\C=C\C(=O)O)(=O)O.N1C=CC2=C(C=CC=C12)C1(CCN(CC1)C)O (4-(1H-indol-4-yl)-1-methyl-4-piperidinol fumarate), Cl (hydrochloric acid), C([O-])([O-])=O.[K+].[K+] (potassium carbonate). Run in O (water). Yields the product CN1CCC(=CC1)C1=C2C=CNC2=CC=C1 (4-(1-methyl-1,2,3,6-tetrahydropyridin-4-yl)-1H-indole). Isolated yield 63.7%. As a reaction SMILES: C(O)(=O)/C=C/C(O)=O.[NH:9]1[C:17]2[C:12](=[C:13]([C:18]3(O)[CH2:23][CH2:22][N:21]([CH3:24])[CH2:20][CH2:19]3)[CH:14]=[CH:15][CH:16]=2)[CH:11]=[CH:10]1.Cl.C(=O)([O-])[O-].[K+].[K+]>O>[CH3:24][N:21]1[CH2:20][CH:19]=[C:18]([C:13]2[CH:14]=[CH:15][CH:16]=[C:17]3[C:12]=2[CH:11]=[CH:10][NH:9]3)[CH2:23][CH2:22]1 |f:0.1,3.4.5|. Procedure details: A mixture of 6.4 g of the free base of Example 4 and 200 ml of lN hydrochloric acid was refluxed for 90 minutes and was then cooled to room temperature and was diluted with water. The mixture was made alkaline by addition of potassium carbonate and was then extracted with ethyl acetate. The organic phase was washed with water, dried and evaporated to dryness under reduced pressure. The 5.7 g of residue were chromatographed over silica gel and eluted with a 6-3-1 cyclohexane-chloroform-ethyl acet... The reactants are N([C@@H](CC(C)C)C(=O)N[C@H](CC1=CNC2=CC=CC=C12)C(=O)N[C@H](C)C(=O)NCCC(=O)N[C@@H](CC1=CC=C(C=C1)O)C(=O)N[C@H](CC1=CC=CC=C1)C(=O)OCC1=CC=CC=C1)C(=O)OC(C)(C)C (Boc-Leu-(D)Trp-(D)Ala-βAla-Tyr-(D)Phe-OBzl), [H][H] (hydrogen). The reagents and catalysts are [Pd] (palladium black). The solvent is CO (methanol). Product: N([C@@H](CC(C)C)C(=O)N[C@H](CC1=CNC2=CC=CC=C12)C(=O)N[C@H](C)C(=O)NCCC(=O)N[C@@H](CC1=CC=C(C=C1)O)C(=O)N[C@H](CC1=CC=CC=C1)C(=O)O)C(=O)OC(C)(C)C (Boc-Leu-(D)Trp-(D)Ala-βAla-Tyr-(D)Phe-OH). The yield is 93.8%. As a reaction SMILES: [NH:1]([C:64]([O:66][C:67]([CH3:70])([CH3:69])[CH3:68])=[O:65])[C@H:2]([C:7]([NH:9][C@@H:10]([C:21]([NH:23][C@@H:24]([C:26]([NH:28][CH2:29][CH2:30][C:31]([NH:33][C@H:34]([C:43]([NH:45][C@@H:46]([C:54]([O:56]CC1C=CC=CC=1)=[O:55])[CH2:47][C:48]1[CH:53]=[CH:52][CH:51]=[CH:50][CH:49]=1)=[O:44])[CH2:35][C:36]1[CH:41]=[CH:40][C:39]([OH:42])=[CH:38][CH:37]=1)=[O:32])=[O:27])[CH3:25])=[O:22])[CH2:11][C:12]1[C:20]2[C:15](=[CH:16][CH:17]=[CH:18][CH:19]=2)[NH:14][CH:13]=1)=[O:8])[CH2:3][CH:4]([CH3:6])[CH3:5].[H][H]>CO.[Pd]>[NH:1]([C:64]([O:66][C:67]([CH3:70])([CH3:69])[CH3:68])=[O:65])[C@H:2]([C:7]([NH:9][C@@H:10]([C:21]([NH:23][C@@H:24]([C:26]([NH:28][CH2:29][CH2:30][C:31]([NH:33][C@H:34]([C:43]([NH:45][C@@H:46]([C:54]([OH:56])=[O:55])[CH2:47][C:48]1[CH:53]=[CH:52][CH:51]=[CH:50][CH:49]=1)=[O:44])[CH2:35][C:36]1[CH:37]=[CH:38][C:39]([OH:42])=[CH:40][CH:41]=1)=[O:32])=[O:27])[CH3:25])=[O:22])[CH2:11][C:12]1[C:20]2[C:15](=[CH:16][CH:17]=[CH:18][CH:19]=2)[NH:14][CH:13]=1)=[O:8])[CH2:3][CH:4]([CH3:6])[CH3:5]. Procedure details: Boc-Leu-(D)Trp-(D)Ala-βAla-Tyr-(D)Phe-OBzl (0.2 g) was dissolved in methanol (50 ml) and then catalytically reduced in a hydrogen stream in the presence of palladium black catalyst. After the catalyst was filtered out and the solvent was distilled off, the residue was dissolved in a 50% aqueous solution of acetic acid (3 ml) and applied to a column (2×95 cm) of Sephadex G-25, packed with 50% aqueous acetic acid, and developed with the same solvent. The major fractions were collected and lyophili... Reaction conditions: time 4 hour. Reagents/catalysts: [Pd] (Pd/C). Yields the product C(C1=CC=CC=C1)C1(CCC(CC1)C=1NC2=CC=C(C=C2C1C)OC(F)(F)F)N(C)C (1-Benzyl-N,N-dimethyl-4-(3-methyl-5-(trifluoromethoxy)-1H-indol-2-yl)cyclohexanamine). Solvent: CO (methanol), C(C)O (ethanol). Reaction SMILES: [CH2:1]([C:8]1([N:29]([CH3:31])[CH3:30])[CH2:13][CH2:12][C:11]([C:14]2[NH:15][C:16]3[C:21]([C:22]=2[CH3:23])=[CH:20][C:19]([O:24][C:25]([F:28])([F:27])[F:26])=[CH:18][CH:17]=3)=[CH:10][CH2:9]1)[C:2]1[CH:7]=[CH:6][CH:5]=[CH:4][CH:3]=1>CO.C(O)C.[Pd]>[CH2:1]([C:8]1([N:29]([CH3:31])[CH3:30])[CH2:9][CH2:10][CH:11]([C:14]2[NH:15][C:16]3[C:21]([C:22]=2[CH3:23])=[CH:20][C:19]([O:24][C:25]([F:28])([F:27])[F:26])=[CH:18][CH:17]=3)[CH2:12][CH2:13]1)[C:2]1[CH:7]=[CH:6][CH:5]=[CH:4][CH:3]=1. Reported procedure: (±)-N-[1-Benzyl-4-(3-methyl-5-trifluoromethoxy-1H-indol-2-yl)cyclohex-3-enyl]-N,N-dimethylamine (230 mg, 0.53 mmol) was dissolved in methanol (40 ml) and ethanol (10 ml), while heating, and Pd/C (5%, 100 mg) was added under argon. Hydrogenation was carried out at 40° C. under 3 bar for 4 h. The catalyst was then filtered off with suction over Celite and the filtrate was concentrated. The solid colourless residue (227 mg) was separated by chromatography [silica gel 60 (30 g); ethyl acetate/methan... Reactants: C(C1=CC=CC=C1)C1(CC=C(CC1)C=1NC2=CC=C(C=C2C1C)OC(F)(F)F)N(C)C ((±)-N-[1-Benzyl-4-(3-methyl-5-trifluoromethoxy-1H-indol-2-yl)cyclohex-3-enyl]-N,N-dimethylamine).